Dataset: the Open Reaction Database (ORD), a public repository of structured organic reaction records. Task: describe an organic reaction: reactants, conditions, products, and yield Reactants: O=C1C(=C(C(O1)CCC(=O)OCC)C1=CC=CC=C1)OCCCCC (ethyl 3-(5-oxo-4-pentyloxy-3-phenyl-2,5-dihydro-2-furyl)propionate), Cl (hydrochloric acid), O (water). The solvent is C(C)(=O)O (acetic acid). Run at temperature 100 celsius. Product: O=C1C(=C(C(O1)CCC(=O)O)C1=CC=CC=C1)OCCCCC (3-(5-oxo-4-pentyloxy-3-phenyl2,5-dihydro-2-furyl)propionic acid). Isolated yield 79.8%. RXN SMILES: [O:1]=[C:2]1[O:6][CH:5]([CH2:7][CH2:8][C:9]([O:11]CC)=[O:10])[C:4]([C:14]2[CH:19]=[CH:18][CH:17]=[CH:16][CH:15]=2)=[C:3]1[O:20][CH2:21][CH2:22][CH2:23][CH2:24][CH3:25].Cl.O>C(O)(=O)C>[O:1]=[C:2]1[O:6][CH:5]([CH2:7][CH2:8][C:9]([OH:11])=[O:10])[C:4]([C:14]2[CH:19]=[CH:18][CH:17]=[CH:16][CH:15]=2)=[C:3]1[O:20][CH2:21][CH2:22][CH2:23][CH2:24][CH3:25]. Procedure details: A mixture of ethyl 3-(5-oxo-4-pentyloxy-3-phenyl-2,5-dihydro-2-furyl)propionate (3 g) and 3N hydrochloric acid (28 ml) in acetic acid (28 ml) was heated at 100° C. for 2 hours with stirring. After cooling the mixture was poured into water and extracted with ethyl acetate. The extract was washed with water and brine successively and dried. Evaporation of the solvent gave a residue which was recrystallized from a mixture of n-hexane and ethyl acetate to give 3-(5-oxo-4-pentyloxy-3-phenyl2,5-dihydr... Starting materials: CC(CO[Si](C)(C)C(C)(C)C)OCC(Oc1ncnc2c1cnn2-c1ncccc1Cl)C(=O)Nc1ccc(C#N)cn1, C1CCOC1, CCCC[N+](CCCC)(CCCC)CCCC, [F-]. Product: CC(CO)OCC(Oc1ncnc2c1cnn2-c1ncccc1Cl)C(=O)Nc1ccc(C#N)cn1. As a reaction SMILES: [C:19]([Si:20]([CH3:21])([CH3:22])[O:24][CH2:25][CH:26]([CH3:27])[O:28][CH2:29][CH:30]([C:31](=[O:32])[NH:33][c:34]1[n:35][cH:36][c:37]([C:40]#[N:41])[cH:38][cH:39]1)[O:42][c:43]1[c:44]2[c:45]([n:46][cH:47][n:48]1)[n:49](-[c:52]1[n:53][cH:54][cH:55][cH:56][c:57]1[Cl:58])[n:50][cH:51]2)([CH3:23])([CH3:59])[CH3:60].[CH2:61]1[O:62][CH2:63][CH2:64][CH2:65]1.[CH3:2][CH2:3][CH2:4][CH2:5][N+:6]([CH2:7][CH2:8][CH2:9][CH3:10])([CH2:11][CH2:12][CH2:13][CH3:14])[CH2:15][CH2:16][CH2:17][CH3:18].[F-:1]>>[OH:24][CH2:25][CH:26]([CH3:27])[O:28][CH2:29][CH:30]([C:31](=[O:32])[NH:33][c:34]1[n:35][cH:36][c:37]([C:40]#[N:41])[cH:38][cH:39]1)[O:42][c:43]1[c:44]2[c:45]([n:46][cH:47][n:48]1)[n:49](-[c:52]1[n:53][cH:54][cH:55][cH:56][c:57]1[Cl:58])[n:50][cH:51]2. Reactants: C(C1=CC=CC=C1)OC1=C(N=C(N(C1=O)C)N1S(CCCC1)(=O)=O)C(=O)O (5-benzyloxy-2-(1,1-dioxo-1λ6-[1,2]thiazinan-2-yl)-1-methyl-6-oxo-1,6-dihydro-pyrimidine-4-carboxylic acid), [Cl-].ClC=[N+](C)C ((chloromethylene)dimethylammonium chloride), FC1=CC=C(N)C=C1 (4-fluoroaniline), N1=CC=CC=C1 (pyridine). Run in ClCCl (dichloromethane), ClCCl (dichloromethane). Run at time 15 minute. Product: FC1=CC=C(C=C1)NC(=O)C=1N=C(N(C(C1OCC1=CC=CC=C1)=O)C)N1S(CCCC1)(=O)=O (5-Benzyloxy-2-(1,1-dioxo-1λ6-[1,2]thiazinan-2-yl)-1-methyl-6-oxo-1,6-dihydro-pyrimidine-4-carboxylic acid (4-fluoro-phenyl)-amide). The yield is 108.8%. Reaction SMILES: [CH2:1]([O:8][C:9]1[C:14](=[O:15])[N:13]([CH3:16])[C:12]([N:17]2[CH2:22][CH2:21][CH2:20][CH2:19][S:18]2(=[O:24])=[O:23])=[N:11][C:10]=1[C:25]([OH:27])=O)[C:2]1[CH:7]=[CH:6][CH:5]=[CH:4][CH:3]=1.[Cl-].ClC=[N+](C)C.[F:34][C:35]1[CH:41]=[CH:40][C:38]([NH2:39])=[CH:37][CH:36]=1.N1C=CC=CC=1>ClCCl>[F:34][C:35]1[CH:41]=[CH:40][C:38]([NH:39][C:25]([C:10]2[N:11]=[C:12]([N:17]3[CH2:22][CH2:21][CH2:20][CH2:19][S:18]3(=[O:24])=[O:23])[N:13]([CH3:16])[C:14](=[O:15])[C:9]=2[O:8][CH2:1][C:2]2[CH:3]=[CH:4][CH:5]=[CH:6][CH:7]=2)=[O:27])=[CH:37][CH:36]=1 |f:1.2|. Procedure details: A solution of 5-benzyloxy-2-(1,1-dioxo-1λ6-[1,2]thiazinan-2-yl)-1-methyl-6-oxo-1,6-dihydro-pyrimidine-4-carboxylic acid (0.200 g, 0.51 mmol) in dichloromethane (20 ml) was treated at 25° C. with (chloromethylene)dimethylammonium chloride (0.080 g, 0.62 mmol) and the resulting mixture was stirred for 15 min. Then a solution of 4-fluoroaniline (0.117 g, 1.06 mmol) and pyridine (0.1 ml, 1.2 mmol) in dichloromethane (2 ml) was added and the reaction mixture was stirred for another 45 min. The mixtur... Starting materials: C(C)(C)(C)OC(=O)N[C@H](C(=O)O)[C@@H](C)C1=CC=CC=C1 ((2S,3S)-2-tert-butoxycarbonylamino-3-phenyl-butyric acid), N1=CC=CC=C1 (pyridine), N1=C(F)N=C(F)N=C1F (cyanuric fluoride). Run in ClCCl (dichloromethane). Run at time 1.5 hour. Product: C(C)(C)(C)OC(NC(C(C)C1=CC=CC=C1)C(=O)F)=O ((1-fluorocarbonyl-2-phenyl-propyl)-carbamic acid tert-butyl ester). Reaction SMILES: [C:1]([O:5][C:6]([NH:8][C@@H:9]([C@H:13]([C:15]1[CH:20]=[CH:19][CH:18]=[CH:17][CH:16]=1)[CH3:14])[C:10](O)=[O:11])=[O:7])([CH3:4])([CH3:3])[CH3:2].N1C=CC=CC=1.N1C(F)=NC(F)=NC=1[F:29]>ClCCl>[C:1]([O:5][C:6](=[O:7])[NH:8][CH:9]([C:10]([F:29])=[O:11])[CH:13]([C:15]1[CH:20]=[CH:19][CH:18]=[CH:17][CH:16]=1)[CH3:14])([CH3:4])([CH3:3])[CH3:2]. Reported procedure: To a solution of (2S,3S)-2-tert-butoxycarbonylamino-3-phenyl-butyric acid (838 mg, 3.0 mmol) in dichloromethane (10 mL) at −35° C. was added dry pyridine (255 μL, 3.15 mmol) and cyanuric fluoride (375 μL, 4.5 mmol) under an atmosphere of dry argon. The mixture was stirred for 1.5 hours while maintaining the temperature between −35 and −25° C. A small amount of ice was added to the reaction mixture and the mixture stirred vigorously for 15 minutes. The organic layer was decanted away from the aqu...